This data is from the Open Reaction Database (ORD), a public repository of structured organic reaction records. The task is: describe an organic reaction: reactants, conditions, products, and yield Reactants: C(C)(=O)C1=C(OC(CCC(=O)OCC)C2=C(C=CC=C2)C)C=C(C=C1)OCC1=CSC=C1 (ethyl (RS)-4-[2-acetyl-5-(3-thienylmethoxy)phenoxy]-4-(2-methylphenyl)-butanoate), C(CCC)[Li] (butyllithium). Reagents/catalysts: [Br-].C[P+](C1=CC=CC=C1)(C1=CC=CC=C1)C1=CC=CC=C1 (methyltriphenylphosphonium bromide). Solvent: O1CCCC1 (tetrahydrofuran), hexanes, O1CCCC1 (tetrahydrofuran). Run at time 2 hour. Product: CC1=C(C=CC=C1)C(CCC(=O)OCC)OC1=C(C=CC(=C1)OCC1=CSC=C1)C(=C)C (ethyl (RS)-4-(2-methylphenyl)-4-[2-(propen-2-yl)-5-(3-thienylmethoxy)phenoxyl]butanoate). Reaction SMILES: [CH2:1]([Li])CCC.[C:6]([C:9]1[CH:30]=[CH:29][C:28]([O:31][CH2:32][C:33]2[CH:37]=[CH:36][S:35][CH:34]=2)=[CH:27][C:10]=1[O:11][CH:12]([C:20]1[CH:25]=[CH:24][CH:23]=[CH:22][C:21]=1[CH3:26])[CH2:13][CH2:14][C:15]([O:17][CH2:18][CH3:19])=[O:16])(=O)[CH3:7]>[Br-].C[P+](C1C=CC=CC=1)(C1C=CC=CC=1)C1C=CC=CC=1.O1CCCC1>[CH3:26][C:21]1[CH:22]=[CH:23][CH:24]=[CH:25][C:20]=1[CH:12]([O:11][C:10]1[CH:27]=[C:28]([O:31][CH2:32][C:33]2[CH:37]=[CH:36][S:35][CH:34]=2)[CH:29]=[CH:30][C:9]=1[C:6]([CH3:7])=[CH2:1])[CH2:13][CH2:14][C:15]([O:17][CH2:18][CH3:19])=[O:16] |f:2.3|. Procedure details: A stirred suspension of methyltriphenylphosphonium bromide (2.4 g) in tetrahydrofuran (50 mL) at ambient temperature is treated with a solution of butyllithium in hexanes (2.6 mL; 2.5 M). After two hours, the reaction mixture is treated with a solution of ethyl (RS)-4-[2-acetyl-5-(3-thienylmethoxy)phenoxy]-4-(2-methylphenyl)-butanoate (1 g) in tetrahydrofuran (2 mL) and stirred for a further two hours. It is then partitioned between hydrochloric acid (50 mL; 1 N) and ethyl acetate (100 mL). The ...